Task: describe an organic reaction: reactants, conditions, products, and yield. Dataset: the Open Reaction Database (ORD), a public repository of structured organic reaction records Reactants: O1CCCNC2=C1C=CC=C2 (2,3,4,5-tetrahydro-1,5-benzoxazepine), ClCCCS(=O)(=O)Cl (3-chloropropanesulfonyl chloride). Product: ClCCCS(=O)(=O)N1CCCOC2=C1C=CC=C2 (5-(3-chloropropylsulfonyl)-2,3,4,5-tetrahydro-1,5-benzoxazepine). RXN SMILES: [O:1]1[C:7]2[CH:8]=[CH:9][CH:10]=[CH:11][C:6]=2[NH:5][CH2:4][CH2:3][CH2:2]1.[Cl:12][CH2:13][CH2:14][CH2:15][S:16](Cl)(=[O:18])=[O:17]>>[Cl:12][CH2:13][CH2:14][CH2:15][S:16]([N:5]1[C:6]2[CH:11]=[CH:10][CH:9]=[CH:8][C:7]=2[O:1][CH2:2][CH2:3][CH2:4]1)(=[O:18])=[O:17]. Procedure details: 2,3,4,5-tetrahydro-1,5-benzoxazepine and 3-chloropropanesulfonyl chloride were used to produce the above compound in the same way as Reference Example 8. The reactants are C1(=CC=CC=C1)C1=CC(=CN1S(=O)(=O)C1=CC=C(C=C1)OC(F)(F)F)C=O (5-phenyl-1-{[4-(trifluoromethoxy)phenyl]sulfonyl}-1H-pyrrole-3-carbaldehyde), [Cl-].C[NH3+] (methylammonium chloride), C(#N)[BH3-].[Na+] (sodium cyanoborohydride). Solvent: CO (methanol). Conditions: time 24 hour. Yields the product Cl.CNCC1=CN(C(=C1)C1=CC=CC=C1)S(=O)(=O)C1=CC=C(C=C1)OC(F)(F)F (N-Methyl-1-(5-phenyl-1-{[4-(trifluoromethoxy)phenyl]sulfonyl}-1H-pyrrol-3-yl)methanamine hydrochloride). Yield: 69.1%. As a reaction SMILES: [C:1]1([C:7]2[N:11]([S:12]([C:15]3[CH:20]=[CH:19][C:18]([O:21][C:22]([F:25])([F:24])[F:23])=[CH:17][CH:16]=3)(=[O:14])=[O:13])[CH:10]=[C:9]([CH:26]=O)[CH:8]=2)[CH:6]=[CH:5][CH:4]=[CH:3][CH:2]=1.[Cl-:28].C[NH3+].[C:31]([BH3-])#[N:32].[Na+]>CO>[ClH:28].[CH3:31][NH:32][CH2:26][C:9]1[CH:8]=[C:7]([C:1]2[CH:6]=[CH:5][CH:4]=[CH:3][CH:2]=2)[N:11]([S:12]([C:15]2[CH:16]=[CH:17][C:18]([O:21][C:22]([F:23])([F:25])[F:24])=[CH:19][CH:20]=2)(=[O:14])=[O:13])[CH:10]=1 |f:1.2,3.4,6.7|. Procedure details: To a solution (12 mL) of 5-phenyl-1-{[4-(trifluoromethoxy)phenyl]sulfonyl}-1H-pyrrole-3-carbaldehyde (0.41 g) in methanol were added methylammonium chloride (0.86 g) and sodium cyanoborohydride (0.27 g), and the mixture was stirred at room temperature for 24 hr. The reaction mixture was concentrated under reduced pressure, saturated aqueous sodium hydrogencarbonate solution was added, and the mixture was extracted with ethyl acetate. The extract was washed with saturated brine, dried over anhydr... Procedure: 150 cc of 35% hydrochloric acid were introduced into a 500 cc three-necked flask equipped with a magnetic stirrer, a thermometer and a condenser, and 47.5 g of 3-amino-5-methylpyrazole dissolved in 100 cc of water were added dropwise. The temperature rose to 60° C. 47.5 g of 3-ethoxyacrylonitrile were then added and the reaction was refluxed for 1 h. The reaction medium was cooled and concentrated under reduced pressure. 50 cc of acetone were added and the precipitate obtained was filtered off. ... The yield is 83.0%. As a reaction SMILES: [ClH:1].[NH2:2][C:3]1[CH:7]=[C:6]([CH3:8])[NH:5][N:4]=1.C(O[CH:12]=[CH:13][C:14]#[N:15])C>O>[ClH:1].[CH3:8][C:6]1[CH:7]=[C:3]2[N:2]=[CH:12][CH:13]=[C:14]([NH2:15])[N:4]2[N:5]=1 |f:4.5|. The product is Cl.CC1=NN2C(N=CC=C2N)=C1 (2-methylpyrazolo[1,5-a]pyrimidin-7-ylamine hydrochloride). Starting materials: Cl (hydrochloric acid), NC1=NNC(=C1)C (3-amino-5-methylpyrazole), C(C)OC=CC#N (3-ethoxyacrylonitrile). The solvent is O (water). Reactants: C(#C)C1=CC=CC=C1 (ethynylbenzene), IC1=CC=C(C=C1)[C@H]1[C@@H](C1)C(=O)O (trans-2-(4-iodophenyl)cyclopropanecarboxylic acid). The product is C1(=CC=CC=C1)C#CC1=CC=C(C=C1)[C@H]1[C@@H](C1)C(=O)O (trans-2-(4-(Phenylethynyl)phenyl)cyclopropanecarboxylic acid), white solid. The yield is 53.0%. Reaction SMILES: [C:1]([C:3]1[CH:8]=[CH:7][CH:6]=[CH:5][CH:4]=1)#[CH:2].I[C:10]1[CH:15]=[CH:14][C:13]([C@@H:16]2[CH2:18][C@H:17]2[C:19]([OH:21])=[O:20])=[CH:12][CH:11]=1>>[C:3]1([C:1]#[C:2][C:10]2[CH:15]=[CH:14][C:13]([C@@H:16]3[CH2:18][C@H:17]3[C:19]([OH:21])=[O:20])=[CH:12][CH:11]=2)[CH:8]=[CH:7][CH:6]=[CH:5][CH:4]=1. Procedure: The title compound was prepared from ethynylbenzene (0.05 mL, 0.46 mmol) and trans-2-(4-iodophenyl)cyclopropanecarboxylic acid (100 mg, 0.35 mmol) according to the general procedure IC to give 47 mg (53%) of a white solid after purification by flash chromatography (SiO2, EtOAc:PE, 1:2→1:0): Rt=12.54 min (HPLC method I); 1H NMR (CDCl3) δ 7.53-7.51 (m, 2H), 7.47-7.44 (m, 2H), 7.36-7.31 (m, 3H), 7.09-7.07 (m, 2H), 2.63-2.58 (m, 1H), 1.95-1.90 (m, 1H), 1.72-1.67 (m, 1H), 1.44-1.39 (m, 1H); 13C NMR (... The reactants are CCO, O=C1SCC(O)=C1c1cccc([N+](=O)[O-])c1. Yields the product Nc1cccc(C2=C(O)CSC2=O)c1. RXN SMILES: [CH3:17][CH2:18][OH:19].[OH:1][C:2]1=[C:3]([c:8]2[cH:9][c:10]([N+:14]([O-:15])=[O:16])[cH:11][cH:12][cH:13]2)[C:4](=[O:7])[S:5][CH2:6]1>>[OH:1][C:2]1=[C:3]([c:8]2[cH:9][c:10]([NH2:14])[cH:11][cH:12][cH:13]2)[C:4](=[O:7])[S:5][CH2:6]1. Reported procedure: Into 50 mL of tetrahydrofuran, 962 mg of 2,2-difluorobenzo[1,3]dioxol-5-carboxylic acid was suspended, 0.8 mL of triethylamine was added to the suspension, and after cooling with ice, thereto was added 0.75 mL of isobutyl chloroformate. The mixture was stirred for 1 hour, and then 662 mg of sodium borohydride was added thereto, and the reaction mixture was stirred at room temperature for 2 hours. The reaction mixture was acidified with 1 mol/L hydrochloric acid, the solvent was removed under red... Reactants: FC1(OC2=C(O1)C=CC(=C2)C(=O)O)F (2,2-difluorobenzo[1,3]dioxol-5-carboxylic acid), Cl (hydrochloric acid), ClC(=O)OCC(C)C (isobutyl chloroformate), [BH4-].[Na+] (sodium borohydride). The product is FC1(OC2=C(O1)C=CC(=C2)CO)F ((2,2-difluorobenzo[1,3]dioxol-5-yl)methanol). The solvent is C(C)N(CC)CC (triethylamine), O1CCCC1 (tetrahydrofuran). Conditions: time 1 hour. As a reaction SMILES: [F:1][C:2]1([F:14])[O:6][C:5]2[CH:7]=[CH:8][C:9]([C:11](O)=[O:12])=[CH:10][C:4]=2[O:3]1.ClC(OCC(C)C)=O.[BH4-].[Na+].Cl>C(N(CC)CC)C.O1CCCC1>[F:14][C:2]1([F:1])[O:6][C:5]2[CH:7]=[CH:8][C:9]([CH2:11][OH:12])=[CH:10][C:4]=2[O:3]1 |f:2.3|.